Dataset: the Open Reaction Database (ORD), a public repository of structured organic reaction records. Task: describe an organic reaction: reactants, conditions, products, and yield The reactants are ClC=1C(=CC2=C(N=C(N=C2)N=CN(C)C)N1)C1=CC=C(C=C1)OC (N'-(7-Chloro-6-(4-methoxyphenyl)-pyrido[2,3-d]pyrimidin-2-yl)-N,N-dimethyl-formamidine). Solvent: C(C)O (ethanol). Yields the product NC=1N=CC2=C(N1)N=C(C(=C2)C2=CC=C(C=C2)OC)Cl (2-Amino-7-chloro-6-(4-methoxyphenyl)-pyrido[2,3-d]-pyrimidine). Isolated yield 32.2%. As a reaction SMILES: [Cl:1][C:2]1[C:3]([C:17]2[CH:22]=[CH:21][C:20]([O:23][CH3:24])=[CH:19][CH:18]=2)=[CH:4][C:5]2[CH:10]=[N:9][C:8]([N:11]=CN(C)C)=[N:7][C:6]=2[N:16]=1>C(O)C>[NH2:11][C:8]1[N:9]=[CH:10][C:5]2[CH:4]=[C:3]([C:17]3[CH:18]=[CH:19][C:20]([O:23][CH3:24])=[CH:21][CH:22]=3)[C:2]([Cl:1])=[N:16][C:6]=2[N:7]=1. Procedure: A mixture of 10 g of N'-(7-chloro-6-(4-methoxy-phenyl)-pyrido[2,3-d]pyrimidin-2-yl)-N,N-dimethyl-formamidine from Example 11 and 500 mL of 95% ethanol was refluxed for 3 hours. The solution was concentrated in vacuo and the precipitate collected by filtration. Crystallization from ethanol afforded 2.7 g of the title compound 2-amino-7-chloro-6-(4-methoxyphenyl)-pyrido[2,3-d]pyrimidine, mp 275°-280° C. dec. Reactants: CN1Cc2c(C(N)=O)ncn2-c2ccc(Cl)cc2C1=O, O=C(OC(=O)C(F)(F)F)C(F)(F)F, C1COCCO1, O, c1ccncc1. Product: CN1Cc2c(C#N)ncn2-c2ccc(Cl)cc2C1=O. RXN SMILES: [Cl:14][c:15]1[cH:16][cH:17][c:18]2[c:19]([cH:33]1)[C:20](=[O:32])[N:21]([CH3:31])[CH2:22][c:23]1[n:24]-2[cH:25][n:26][c:27]1[C:28](=[O:29])[NH2:30].[F:1][C:2]([F:3])([F:4])[C:5]([O:6][C:7](=[O:8])[C:9]([F:10])([F:11])[F:12])=[O:13].[O:35]1[CH2:36][CH2:37][O:38][CH2:39][CH2:40]1.[OH2:34].[cH:41]1[cH:42][cH:43][n:44][cH:45][cH:46]1>>[Cl:14][c:15]1[cH:16][cH:17][c:18]2[c:19]([cH:33]1)[C:20](=[O:32])[N:21]([CH3:31])[CH2:22][c:23]1[n:24]-2[cH:25][n:26][c:27]1[C:28]#[N:30].